This data is from the Open Reaction Database (ORD), a public repository of structured organic reaction records. The task is: describe an organic reaction: reactants, conditions, products, and yield The reactants are CC(=O)O[BH-](OC(C)=O)OC(C)=O, CC(=O)O, CC(C)N1CCC(=O)CC1, COCC1OC(n2cnc3c(NCC(c4ccccc4)c4ccccc4)nc(CN)nc32)C(O)C1O, [Na+], C1CCOC1. Product: COCC1OC(n2cnc3c(NCC(c4ccccc4)c4ccccc4)nc(CNC4CCN(C(C)C)CC4)nc32)C(O)C1O. RXN SMILES: [C:51]([O:52][BH-:53]([O:54][C:55](=[O:56])[CH3:57])[O:58][C:59](=[O:60])[CH3:61])(=[O:62])[CH3:63].[CH3:47][C:48](=[O:49])[OH:50].[CH:37]([CH3:38])([CH3:39])[N:40]1[CH2:41][CH2:42][C:43](=[O:46])[CH2:44][CH2:45]1.[NH2:1][CH2:2][c:3]1[n:4][c:5]([NH:22][CH2:23][CH:24]([c:25]2[cH:26][cH:27][cH:28][cH:29][cH:30]2)[c:31]2[cH:32][cH:33][cH:34][cH:35][cH:36]2)[c:6]2[n:7][cH:8][n:9]([CH:12]3[O:13][CH:14]([CH2:19][O:20][CH3:21])[CH:15]([OH:18])[CH:16]3[OH:17])[c:10]2[n:11]1.[Na+:64].[O:65]1[CH2:66][CH2:67][CH2:68][CH2:69]1>>[NH:1]([CH2:2][c:3]1[n:4][c:5]([NH:22][CH2:23][CH:24]([c:25]2[cH:26][cH:27][cH:28][cH:29][cH:30]2)[c:31]2[cH:32][cH:33][cH:34][cH:35][cH:36]2)[c:6]2[n:7][cH:8][n:9]([CH:12]3[O:13][CH:14]([CH2:19][O:20][CH3:21])[CH:15]([OH:18])[CH:16]3[OH:17])[c:10]2[n:11]1)[CH:43]1[CH2:42][CH2:41][N:40]([CH:37]([CH3:38])[CH3:39])[CH2:45][CH2:44]1.